This data is from the Open Reaction Database (ORD), a public repository of structured organic reaction records. The task is: describe an organic reaction: reactants, conditions, products, and yield The reactants are C1(CC1)C=1C(=CC(=NC1)C(=O)NC(C(=O)OC(C)(C)C)C(C)(C)C)OCC(F)(F)F (tert-butyl 2-[[5-cyclopropyl-4-(2,2,2-trifluoroethoxy)pyridine-2-carbonyl]amino]-3,3-dimethyl-butanoate), FC(C(=O)O)(F)F (trifluoroacetic acid). The solvent is ClCCl (dichloromethane). Run at time 14 hour. The product is C1(CC1)C=1C(=CC(=NC1)C(=O)NC(C(=O)O)C(C)(C)C)OCC(F)(F)F (2-[[5-cyclopropyl-4-(2,2,2-trifluoroethoxy)pyridine-2-carbonyl]amino]-3,3-dimethyl-butanoic acid). Isolated yield 105.9%. As a reaction SMILES: [CH:1]1([C:4]2[C:5]([O:25][CH2:26][C:27]([F:30])([F:29])[F:28])=[CH:6][C:7]([C:10]([NH:12][CH:13]([C:21]([CH3:24])([CH3:23])[CH3:22])[C:14]([O:16]C(C)(C)C)=[O:15])=[O:11])=[N:8][CH:9]=2)[CH2:3][CH2:2]1.FC(F)(F)C(O)=O>ClCCl>[CH:1]1([C:4]2[C:5]([O:25][CH2:26][C:27]([F:30])([F:28])[F:29])=[CH:6][C:7]([C:10]([NH:12][CH:13]([C:21]([CH3:24])([CH3:23])[CH3:22])[C:14]([OH:16])=[O:15])=[O:11])=[N:8][CH:9]=2)[CH2:3][CH2:2]1. Procedure details: To a solution of tert-butyl 2-[[5-cyclopropyl-4-(2,2,2-trifluoroethoxy)pyridine-2-carbonyl]amino]-3,3-dimethyl-butanoate (example 194a, 0.47 g, 1.09 mmol) in dichloromethane (3 ml) was added trifluoroacetic acid (3.73 g, 2.52 ml, 32.8 mmol) and the reaction mixture was stirred at room temperature for 14 hours. Volatiles were removed in vacuo and the residue was dissolved in toluene followed by evaporation to dryness. The procedure was repeated twice to yield the title compound (432 mg) as a crud... The reactants are C1(=CC=CC=C1)CC(=O)[O-] (phenylacetate), [OH-].[Na+] (sodium hydroxide), Cl (hydrochloric acid), O (water). The solvent is O1C(CCC1)CO (tetrahydrofuran-methanol). Conditions: time 1 hour. Product: C1(=CC=CC=C1)CC(=O)O (phenylacetic acid). RXN SMILES: [C:1]1([CH2:7][C:8]([O-:10])=[O:9])[CH:6]=[CH:5][CH:4]=[CH:3][CH:2]=1.[OH-].[Na+].O.Cl>O1CCCC1CO>[C:1]1([CH2:7][C:8]([OH:10])=[O:9])[CH:6]=[CH:5][CH:4]=[CH:3][CH:2]=1 |f:1.2|. Reported procedure: To a solution of methyl 3-[2-[[2-(2-furyl)-5-methyl-4-oxazolyl]methoxy]-4-pyridyl]methoxy]phenylacetate (521 mg) in tetrahydrofuran-methanol (1:1, 12 mL) was dropwise added a 1N aqueous sodium hydroxide solution (3 mL) at room temperature, and the mixture was stirred for 1 hr. The reaction mixture was poured into water, and the reaction mixture was neutralized with 1N hydrochloric acid (3 mL) and extracted with ethyl acetate. The organic layer was washed with saturated brine, dried over anhydrou... The reactants are C1=CC=CC=2C(C3=C(C=CC21)C=CC=C3)C=3C(NC(NC3)=O)=O (5-{5H-Dibenzo[a,d]cyclohepten-5-yl)-2,4(1H,3H)-pyrimidinedione), C[Si](C)(C)N(C(C(F)(F)F)=O)[Si](C)(C)C (bis(trimethylsilyl)trifluoroacetamide), BrCC=1SC=C(N1)C(=O)OCC (2-Bromomethyl-4-thiazolecarboxylic acid, ethyl ester). Solvent: ClCCCl (1,2-dichloroethane), C(C)#N (acetonitrile). Yields the product C1=CC=CC=2C(C3=C(C=CC21)C=CC=C3)C=3C(NC(N(C3)CC=3SC=C(N3)C(=O)OCC)=O)=O (2-[[5-{5H-Dibenzo[a,d]cyclohepten-5-yl}-3,4-dihydro-2,4-dioxo-1(2H)-pyrimidinyl]methyl]-4-thiazolecarboxylic acid, ethyl ester). As a reaction SMILES: [CH:1]1[C:11]2[CH:10]=[CH:9][C:8]3[CH:12]=[CH:13][CH:14]=[CH:15][C:7]=3[CH:6]([C:16]3[C:17](=[O:23])[NH:18][C:19](=[O:22])[NH:20][CH:21]=3)[C:5]=2[CH:4]=[CH:3][CH:2]=1.C[Si](N([Si](C)(C)C)C(=O)C(F)(F)F)(C)C.Br[CH2:40][C:41]1[S:42][CH:43]=[C:44]([C:46]([O:48][CH2:49][CH3:50])=[O:47])[N:45]=1>ClCCCl.C(#N)C>[CH:1]1[C:11]2[CH:10]=[CH:9][C:8]3[CH:12]=[CH:13][CH:14]=[CH:15][C:7]=3[CH:6]([C:16]3[C:17](=[O:23])[NH:18][C:19](=[O:22])[N:20]([CH2:40][C:41]4[S:42][CH:43]=[C:44]([C:46]([O:48][CH2:49][CH3:50])=[O:47])[N:45]=4)[CH:21]=3)[C:5]=2[CH:4]=[CH:3][CH:2]=1. Reported procedure: To a slurry of the product of step (iii) (1.1 g) in dry 1,2-dichloroethane (20 ml) was added bis(trimethylsilyl)trifluoroacetamide (1.9 ml) under nitrogen. The mixture was heated under reflux for 1 hour until the mixture became a homogeneous solution. The solution was allowed to cool to room temperature and a solution of the product of step (ii) (0.83 g) in dry acetonitrile (10 ml) was added. The solution was then heated at reflux for 7 hours. The reaction mixture was allowed to cool and evapora...